Dataset: the Open Reaction Database (ORD), a public repository of structured organic reaction records. Task: describe an organic reaction: reactants, conditions, products, and yield The reactants are C[O-], CN(C)C=O, CCO, CN1CCN(C2=N[SH](Cl)NC3=C2OCCC3)CC1, Cl, [Na+]. The product is Cl, Cl, CO[SH]1N=C(N2CCN(C)CC2)C2=C(CCCO2)N1. As a reaction SMILES: [CH3:19][O-:20].[CH3:23][N:24]([CH3:25])[CH:26]=[O:27].[CH3:28][CH2:29][OH:30].[Cl:1][SH:2]1[N:3]=[C:4]([N:12]2[CH2:13][CH2:14][N:15]([CH3:18])[CH2:16][CH2:17]2)[C:5]2=[C:6]([NH:7]1)[CH2:8][CH2:9][CH2:10][O:11]2.[ClH:22].[Na+:21]>>[ClH:1].[ClH:22].[SH:2]1([O:20][CH3:19])[N:3]=[C:4]([N:12]2[CH2:13][CH2:14][N:15]([CH3:18])[CH2:16][CH2:17]2)[C:5]2=[C:6]([NH:7]1)[CH2:8][CH2:9][CH2:10][O:11]2. Reactants: C1CCOC1, C=CCOC(=O)COc1c(C(=O)OC(C)C)sc(-c2cccc(NC3CCN(S(=O)(=O)Cc4ccccc4)CC3)c2)c1Br, c1ccc(P(c2ccccc2)(c2ccccc2)[Pd](P(c2ccccc2)(c2ccccc2)c2ccccc2)(P(c2ccccc2)(c2ccccc2)c2ccccc2)P(c2ccccc2)(c2ccccc2)c2ccccc2)cc1. The product is CC(C)OC(=O)c1sc(-c2cccc(NC3CCN(S(=O)(=O)Cc4ccccc4)CC3)c2)c(Br)c1OCC(=O)O. Reaction SMILES: [CH2:44]1[O:45][CH2:46][CH2:47][CH2:48]1.[CH:1]([CH3:2])([CH3:3])[O:4][C:5](=[O:6])[c:7]1[s:8][c:9](-[c:21]2[cH:22][c:23]([NH:27][CH:28]3[CH2:29][CH2:30][N:31]([S:34](=[O:35])(=[O:36])[CH2:37][c:38]4[cH:39][cH:40][cH:41][cH:42][cH:43]4)[CH2:32][CH2:33]3)[cH:24][cH:25][cH:26]2)[c:10]([Br:20])[c:11]1[O:12][CH2:13][C:14](=[O:15])[O:16][CH2:17][CH:18]=[CH2:19].[cH:49]1[cH:50][cH:51][c:52]([P:53]([Pd:54]([P:55]([c:56]2[cH:57][cH:58][cH:59][cH:60][cH:61]2)([c:62]2[cH:63][cH:64][cH:65][cH:66][cH:67]2)[c:68]2[cH:69][cH:70][cH:71][cH:72][cH:73]2)([P:74]([c:75]2[cH:76][cH:77][cH:78][cH:79][cH:80]2)([c:81]2[cH:82][cH:83][cH:84][cH:85][cH:86]2)[c:87]2[cH:88][cH:89][cH:90][cH:91][cH:92]2)[P:93]([c:94]2[cH:95][cH:96][cH:97][cH:98][cH:99]2)([c:100]2[cH:101][cH:102][cH:103][cH:104][cH:105]2)[c:106]2[cH:107][cH:108][cH:109][cH:110][cH:111]2)([c:112]2[cH:113][cH:114][cH:115][cH:116][cH:117]2)[c:118]2[cH:119][cH:120][cH:121][cH:122][cH:123]2)[cH:124][cH:125]1>>[CH:1]([CH3:2])([CH3:3])[O:4][C:5](=[O:6])[c:7]1[s:8][c:9](-[c:21]2[cH:22][c:23]([NH:27][CH:28]3[CH2:29][CH2:30][N:31]([S:34](=[O:35])(=[O:36])[CH2:37][c:38]4[cH:39][cH:40][cH:41][cH:42][cH:43]4)[CH2:32][CH2:33]3)[cH:24][cH:25][cH:26]2)[c:10]([Br:20])[c:11]1[O:12][CH2:13][C:14](=[O:15])[OH:16].